This data is from the Open Reaction Database (ORD), a public repository of structured organic reaction records. The task is: describe an organic reaction: reactants, conditions, products, and yield Procedure: The compound of Example 152 (2.74 g) was dissolved in ethanol (10 mL). To this solution, potassium hydroxide (330 mg) was added and the mixture was stirred at 50° C. overnight. Subsequently, the reaction mixture was diluted with water. 2 mol/L hydrochloric acid was then added and the mixture was extracted with ethyl acetate. The ethyl acetate layer was washed with a saturated aqueous solution of sodium chloride and the organic phase was dried over anhydrous magnesium sulfate and was concentrated... Solvent: O (water), C(C)O (ethanol). Conditions: temperature 50 celsius, time 8 hour. Yields the product C(C1=CC=CC=C1)OC=1C=C(C=CC1)SC1=CC(=C(C=C1)CCCC(C(=O)O)(C)C(=O)OCC)Cl (5-[4-(3-benzyloxyphenylthio)-2-chlorophenyl]-2-ethoxycarbonyl-2-methylpentanoic acid). Yield: 91.6%. Reactants: [OH-].[K+] (potassium hydroxide), C(C1=CC=CC=C1)OC=1C=C(C=CC1)SC1=CC(=C(C=C1)CCCC(C(=O)OCC)(C)C(=O)OCC)Cl (Ethyl 5-[4-(3-benzyloxyphenylthio)-2-chlorophenyl]-2-ethoxycarbonyl-2-methylpentanoate), Cl (hydrochloric acid). Reaction SMILES: [CH2:1]([O:8][C:9]1[CH:10]=[C:11]([S:15][C:16]2[CH:21]=[CH:20][C:19]([CH2:22][CH2:23][CH2:24][C:25]([C:32]([O:34]CC)=[O:33])([CH3:31])[C:26]([O:28][CH2:29][CH3:30])=[O:27])=[C:18]([Cl:37])[CH:17]=2)[CH:12]=[CH:13][CH:14]=1)[C:2]1[CH:7]=[CH:6][CH:5]=[CH:4][CH:3]=1.[OH-].[K+].Cl>C(O)C.O>[CH2:1]([O:8][C:9]1[CH:10]=[C:11]([S:15][C:16]2[CH:21]=[CH:20][C:19]([CH2:22][CH2:23][CH2:24][C:25]([C:26]([O:28][CH2:29][CH3:30])=[O:27])([CH3:31])[C:32]([OH:34])=[O:33])=[C:18]([Cl:37])[CH:17]=2)[CH:12]=[CH:13][CH:14]=1)[C:2]1[CH:3]=[CH:4][CH:5]=[CH:6][CH:7]=1 |f:1.2|.